From a dataset of the Open Reaction Database (ORD), a public repository of structured organic reaction records. describe an organic reaction: reactants, conditions, products, and yield The reactants are O=C(O)c1cc(N(CC2CC2)C2CCCCC2)ncn1, ClCCl, Nc1cccc2[nH]ncc12. Product: O=C(Nc1cccc2[nH]ncc12)c1cc(N(CC2CC2)C2CCCCC2)ncn1. RXN SMILES: [CH:1]1([N:7]([c:8]2[cH:9][c:10]([C:14](=[O:15])[OH:16])[n:11][cH:12][n:13]2)[CH2:17][CH:18]2[CH2:19][CH2:20]2)[CH2:2][CH2:3][CH2:4][CH2:5][CH2:6]1.[Cl:31][CH2:32][Cl:33].[nH:21]1[n:22][cH:23][c:24]2[c:25]([NH2:30])[cH:26][cH:27][cH:28][c:29]12>>[CH:1]1([N:7]([c:8]2[cH:9][c:10]([C:14](=[O:16])[NH:30][c:25]3[c:24]4[cH:23][n:22][nH:21][c:29]4[cH:28][cH:27][cH:26]3)[n:11][cH:12][n:13]2)[CH2:17][CH:18]2[CH2:19][CH2:20]2)[CH2:2][CH2:3][CH2:4][CH2:5][CH2:6]1. Reactants: CCO, NN, CC(C)(C)OC(=O)CN1C(=O)C(N2C(=O)c3ccccc3C2=O)CCc2ccccc21, O. Yields the product CC(C)(C)OC(=O)CN1C(=O)C(N)CCc2ccccc21. Reaction SMILES: [CH3:1][CH2:2][OH:3].[NH2:36][NH2:37].[O:4]=[C:5]1[N:6]([CH2:27][C:28](=[O:29])[O:30][C:31]([CH3:32])([CH3:33])[CH3:34])[c:7]2[c:8]([cH:23][cH:24][cH:25][cH:26]2)[CH2:9][CH2:10][CH:11]1[N:12]1[C:13](=[O:14])[c:15]2[cH:16][cH:17][cH:18][cH:19][c:20]2[C:21]1=[O:22].[OH2:35]>>[O:4]=[C:5]1[N:6]([CH2:27][C:28](=[O:29])[O:30][C:31]([CH3:32])([CH3:33])[CH3:34])[c:7]2[c:8]([cH:23][cH:24][cH:25][cH:26]2)[CH2:9][CH2:10][CH:11]1[NH2:12]. Starting materials: Nc1ccc(Br)cc1, CC#N, c1cn[nH]c1. The product is Nc1ccc(-n2cccn2)cc1. Reaction SMILES: [Br:1][c:2]1[cH:3][cH:4][c:5]([NH2:6])[cH:7][cH:8]1.[CH3:14][C:15]#[N:16].[nH:9]1[n:10][cH:11][cH:12][cH:13]1>>[c:2]1(-[n:9]2[n:10][cH:11][cH:12][cH:13]2)[cH:3][cH:4][c:5]([NH2:6])[cH:7][cH:8]1. Starting materials: COc1cc(Nc2ncc3c(C)nc(-c4cccc(Br)c4)n3n2)cc(OC)c1OC, C1COCCO1, CC(C)(C)[O-], CN(C)S(=O)(=O)Cc1cccc(N)c1, [Na+]. The product is COc1cc(Nc2ncc3c(C)nc(-c4cccc(Nc5cccc(CS(=O)(=O)N(C)C)c5)c4)n3n2)cc(OC)c1OC. Reaction SMILES: [Br:1][c:2]1[cH:3][c:4](-[c:8]2[n:9][c:10]([CH3:30])[c:11]3[cH:12][n:13][c:14]([NH:17][c:18]4[cH:19][c:20]([O:28][CH3:29])[c:21]([O:26][CH3:27])[c:22]([O:24][CH3:25])[cH:23]4)[n:15][n:16]23)[cH:5][cH:6][cH:7]1.[CH2:51]1[O:52][CH2:53][CH2:54][O:55][CH2:56]1.[CH3:45][C:46]([CH3:47])([O-:48])[CH3:49].[NH2:31][c:32]1[cH:33][c:34]([CH2:38][S:39](=[O:40])(=[O:41])[N:42]([CH3:43])[CH3:44])[cH:35][cH:36][cH:37]1.[Na+:50]>>[c:2]1([NH:31][c:32]2[cH:33][c:34]([CH2:38][S:39](=[O:40])(=[O:41])[N:42]([CH3:43])[CH3:44])[cH:35][cH:36][cH:37]2)[cH:3][c:4](-[c:8]2[n:9][c:10]([CH3:30])[c:11]3[cH:12][n:13][c:14]([NH:17][c:18]4[cH:19][c:20]([O:28][CH3:29])[c:21]([O:26][CH3:27])[c:22]([O:24][CH3:25])[cH:23]4)[n:15][n:16]23)[cH:5][cH:6][cH:7]1. The reactants are O=C1CCC(=O)N1Br, COC(=O)c1ccc(=O)n(C)c1Nc1ccc(SC)cc1F. Yields the product COC(=O)c1cc(Br)c(=O)n(C)c1Nc1ccc(SC)cc1F. As a reaction SMILES: [Br:23][N:24]1[C:25](=[O:26])[CH2:27][CH2:28][C:29]1=[O:30].[F:1][c:2]1[c:3]([NH:10][c:11]2[n:12]([CH3:22])[c:13](=[O:21])[cH:14][cH:15][c:16]2[C:17](=[O:18])[O:19][CH3:20])[cH:4][cH:5][c:6]([S:8][CH3:9])[cH:7]1>>[F:1][c:2]1[c:3]([NH:10][c:11]2[n:12]([CH3:22])[c:13](=[O:21])[c:14]([Br:23])[cH:15][c:16]2[C:17](=[O:18])[O:19][CH3:20])[cH:4][cH:5][c:6]([S:8][CH3:9])[cH:7]1. Starting materials: COC(=O)c1c(C)nc2[nH]ccc2c1-c1ccc(C)cc1, CC(O)c1ccc(F)cc1, CC(C)OC(=O)N=NC(=O)OC(C)C, C1CCOC1, c1ccc(P(c2ccccc2)c2ccccc2)cc1. Yields the product COC(=O)c1c(C)nc2c(ccn2C(C)c2ccc(F)cc2)c1-c1ccc(C)cc1. Reaction SMILES: [CH3:1][c:2]1[c:3]([C:18](=[O:19])[O:20][CH3:21])[c:4](-[c:11]2[cH:12][cH:13][c:14]([CH3:17])[cH:15][cH:16]2)[c:5]2[c:6]([n:7]1)[nH:8][cH:9][cH:10]2.[F:41][c:42]1[cH:43][cH:44][c:45]([CH:48]([CH3:49])[OH:50])[cH:46][cH:47]1.[O:51]=[C:52]([O:53][CH:54]([CH3:55])[CH3:56])[N:57]=[N:58][C:59]([O:60][CH:61]([CH3:62])[CH3:63])=[O:64].[O:65]1[CH2:66][CH2:67][CH2:68][CH2:69]1.[c:22]1([P:23]([c:24]2[cH:25][cH:26][cH:27][cH:28][cH:29]2)[c:30]2[cH:31][cH:32][cH:33][cH:34][cH:35]2)[cH:36][cH:37][cH:38][cH:39][cH:40]1>>[CH3:1][c:2]1[c:3]([C:18](=[O:19])[O:20][CH3:21])[c:4](-[c:11]2[cH:12][cH:13][c:14]([CH3:17])[cH:15][cH:16]2)[c:5]2[c:6]([n:7]1)[n:8]([CH:48]([c:45]1[cH:44][cH:43][c:42]([F:41])[cH:47][cH:46]1)[CH3:49])[cH:9][cH:10]2.